Dataset: the Open Reaction Database (ORD), a public repository of structured organic reaction records. Task: describe an organic reaction: reactants, conditions, products, and yield The reactants are CCO, Nc1nc(Cl)c2ncn(C3C=CC(CO)C3)c2n1, [Na]. The product is CCOc1nc(N)nc2c1ncn2C1C=CC(CO)C1. Reaction SMILES: [CH3:20][CH2:21][OH:22].[NH2:2][c:3]1[n:4][c:5]([Cl:19])[c:6]2[n:7][cH:8][n:9]([CH:12]3[CH:13]=[CH:14][CH:15]([CH2:17][OH:18])[CH2:16]3)[c:10]2[n:11]1.[Na:1]>>[NH2:2][c:3]1[n:4][c:5]([O:22][CH2:21][CH3:20])[c:6]2[n:7][cH:8][n:9]([CH:12]3[CH:13]=[CH:14][CH:15]([CH2:17][OH:18])[CH2:16]3)[c:10]2[n:11]1. Reactants: ClCCl, CCOC(C)=O, [Na+], [Na+], O, CCCc1c(Cc2ccc(-c3ccccc3-c3noc(=O)[nH]3)cc2)c(=O)n(C2CCC(O)CC2)c2ccnn12, O=S([O-])([O-])=S. The product is CCCc1c(Cc2ccc(-c3ccccc3-c3noc(=O)[nH]3)cc2)c(=O)n(C2CCC(=O)CC2)c2ccnn12. As a reaction SMILES: [CH2:54]([Cl:55])[Cl:56].[CH3:40][CH2:41][O:42][C:43](=[O:44])[CH3:45].[Na+:52].[Na+:53].[OH2:46].[OH:1][CH:2]1[CH2:3][CH2:4][CH:5]([n:8]2[c:9]3[n:10]([c:11]([CH2:34][CH2:35][CH3:36])[c:12]([CH2:15][c:16]4[cH:17][cH:18][c:19](-[c:22]5[c:23](-[c:28]6[n:29][o:30][c:31](=[O:33])[nH:32]6)[cH:24][cH:25][cH:26][cH:27]5)[cH:20][cH:21]4)[c:13]2=[O:14])[n:37][cH:38][cH:39]3)[CH2:6][CH2:7]1.[S:47]([O-:48])([O-:49])(=[O:50])=[S:51]>>[O:1]=[C:2]1[CH2:3][CH2:4][CH:5]([n:8]2[c:9]3[n:10]([c:11]([CH2:34][CH2:35][CH3:36])[c:12]([CH2:15][c:16]4[cH:17][cH:18][c:19](-[c:22]5[c:23](-[c:28]6[n:29][o:30][c:31](=[O:33])[nH:32]6)[cH:24][cH:25][cH:26][cH:27]5)[cH:20][cH:21]4)[c:13]2=[O:14])[n:37][cH:38][cH:39]3)[CH2:6][CH2:7]1.